From a dataset of the Open Reaction Database (ORD), a public repository of structured organic reaction records. describe an organic reaction: reactants, conditions, products, and yield Reactants: [Al+3], CCOC(=O)c1cn(Cc2ccccc2)nc1OCc1ccc(OCc2nc(-c3ccco3)oc2C)c(OC)c1, CCOC(C)=O, [H-], [H-], [H-], [H-], [Li+], [Na+], [Na+], C1CCOC1, O, O, O, O, O, O, O, O, O, O, O=S(=O)([O-])[O-]. The product is COc1cc(COc2nn(Cc3ccccc3)cc2CO)ccc1OCc1nc(-c2ccco2)oc1C. RXN SMILES: [Al+3:42].[CH2:1]([c:2]1[cH:3][cH:4][cH:5][cH:6][cH:7]1)[n:8]1[n:9][c:10]([O:18][CH2:19][c:20]2[cH:21][c:22]([O:39][CH3:40])[c:23]([O:26][CH2:27][c:28]3[n:29][c:30](-[c:34]4[o:35][cH:36][cH:37][cH:38]4)[o:31][c:32]3[CH3:33])[cH:24][cH:25]2)[c:11]([C:13](=[O:14])[O:15][CH2:16][CH3:17])[cH:12]1.[CH3:69][CH2:70][O:71][C:72](=[O:73])[CH3:74].[H-:41].[H-:44].[H-:45].[H-:46].[Li+:43].[Na+:62].[Na+:63].[O:64]1[CH2:65][CH2:66][CH2:67][CH2:68]1.[OH2:47].[OH2:48].[OH2:49].[OH2:50].[OH2:51].[OH2:52].[OH2:53].[OH2:54].[OH2:55].[OH2:56].[S:57]([O-:58])([O-:59])(=[O:60])=[O:61]>>[CH2:1]([c:2]1[cH:3][cH:4][cH:5][cH:6][cH:7]1)[n:8]1[n:9][c:10]([O:18][CH2:19][c:20]2[cH:21][c:22]([O:39][CH3:40])[c:23]([O:26][CH2:27][c:28]3[n:29][c:30](-[c:34]4[o:35][cH:36][cH:37][cH:38]4)[o:31][c:32]3[CH3:33])[cH:24][cH:25]2)[c:11]([CH2:13][OH:14])[cH:12]1. Starting materials: [H-].[Na+] (sodium hydride), ONC(C1=C2CCN(CC2=CC=C1)C(=O)OC(C)(C)C)=N (1,1-dimethylethyl 5-[(hydroxyamino)(imino)methyl]-3,4-dihydro-2(1H)-isoquinoline carboxylate), ClC=1C=C(C(=O)OC)C=CC1OC(C)C (methyl 3-chloro-4-[(1-methylethyl)oxy]benzoate). The solvent is O1CCCC1 (tetrahydrofuran). Yields the product ClC=1C=C(C=CC1OC(C)C)C1=NC(=NO1)C1=C2CCN(CC2=CC=C1)C(=O)OC(C)(C)C (1,1-dimethylethyl 5-(5-{3-chloro-4-[(1-methylethyl)oxy]phenyl}-1,2,4-oxadiazol-3-yl)-3,4-dihydro-2(1H)-isoquinoline carboxylate). The yield is 79.7%. As a reaction SMILES: [OH:1][NH:2][C:3](=[NH:21])[C:4]1[CH:13]=[CH:12][CH:11]=[C:10]2[C:5]=1[CH2:6][CH2:7][N:8]([C:14]([O:16][C:17]([CH3:20])([CH3:19])[CH3:18])=[O:15])[CH2:9]2.[H-].[Na+].[Cl:24][C:25]1[CH:26]=[C:27]([CH:32]=[CH:33][C:34]=1[O:35][CH:36]([CH3:38])[CH3:37])[C:28](OC)=O>O1CCCC1>[Cl:24][C:25]1[CH:26]=[C:27]([C:28]2[O:1][N:2]=[C:3]([C:4]3[CH:13]=[CH:12][CH:11]=[C:10]4[C:5]=3[CH2:6][CH2:7][N:8]([C:14]([O:16][C:17]([CH3:18])([CH3:20])[CH3:19])=[O:15])[CH2:9]4)[N:21]=2)[CH:32]=[CH:33][C:34]=1[O:35][CH:36]([CH3:37])[CH3:38] |f:1.2|. Procedure details: 1,1-dimethylethyl 5-[(hydroxyamino)(imino)methyl]-3,4-dihydro-2(1H)-isoquinoline carboxylate (Preparation 1)(2 g, 6.86 mmol) was dissolved in tetrahydrofuran (THF) (100 mL) and stirred with sodium hydride (60% dispersion, 0.302 g, 7.55 mmol) under argon at room temperature for 30 minutes. Then methyl 3-chloro-4-[(1-methylethyl)oxy]benzoate (Preparation 2)(2.355 g, 10.30 mmol) was added and the reaction heated at reflux temperature for 1.5 hours. The cooled reaction was evaporated and partitioned... The reactants are C(C)C(CC)NC1=C(C(=NC(=C1)C)NC1=C(C=C(C=C1C)C)C)CO ([4-(1-ethyl-propylamino)-6-methyl-2-(2,4,6-trimethyl-phenylamino)-pyridin-3-yl]-methanol), C=O (formaldehyde), CC=1C=CC(=CC1)S(=O)(=O)O (p-TsOH). The solvent is C1(=CC=CC=C1)C (toluene). Product: C(C)C(CC)N1COCC2=C(N=C(C=C12)C)NC1=C(C=C(C=C1C)C)C ([1-(1-Ethyl-propyl)-7-methyl-1,4-dihydro-2H-3-oxa-1,6-diaza-naphthalen-5-yl]-(2,4,6-trimethyl-phenyl)-amine). Yield: 193.2%. Reaction SMILES: [CH2:1]([CH:3]([NH:6][C:7]1[CH:12]=[C:11]([CH3:13])[N:10]=[C:9]([NH:14][C:15]2[C:20]([CH3:21])=[CH:19][C:18]([CH3:22])=[CH:17][C:16]=2[CH3:23])[C:8]=1[CH2:24][OH:25])[CH2:4][CH3:5])[CH3:2].C=O.[CH3:28]C1C=CC(S(O)(=O)=O)=CC=1>C1(C)C=CC=CC=1>[CH2:1]([CH:3]([N:6]1[C:7]2[C:8](=[C:9]([NH:14][C:15]3[C:16]([CH3:23])=[CH:17][C:18]([CH3:22])=[CH:19][C:20]=3[CH3:21])[N:10]=[C:11]([CH3:13])[CH:12]=2)[CH2:24][O:25][CH2:28]1)[CH2:4][CH3:5])[CH3:2]. Reported procedure: A mixture of [4-(1-ethyl-propylamino)-6-methyl-2-(2,4,6-trimethyl-phenylamino)-pyridin-3-yl]-methanol(280 mg, 0.82 mmol), 37% aqueous formaldehyde(0.35 ml) and p-TsOH (78 mg, 0.41 mmol) in 10 ml of toluene was heated at reflux using a Dean-Stark apparatus for 3 hours. The mixture was quenched with water and extracted with ethyl acetate. The organic layer was separated, dried and concentrated to give 280 mg of a green oil. The oil was purified through silica gel column chromatography using EtOAc ... Starting materials: CC1OC2(CC1)C(CCCC2(C)C)(O)C (2,6,10,10-tetramethyl-1-oxa-spiro[4.5]decan-6-ol), CN(C1=CC=CC=C1)C (N,N-dimethylaniline), C(CCC)(=O)Cl (butyryl chloride). Product: C(CCC)(=O)OC1(C2(CCC(O2)C)C(CCC1)(C)C)C (2,6,10,10-Tetramethyl-1-oxa-spiro[4.5]dec-6-yl butyrate). Yield: 56.7%. As a reaction SMILES: [CH3:1][CH:2]1[CH2:6][CH2:5][C:4]2([C:11]([CH3:13])([CH3:12])[CH2:10][CH2:9][CH2:8][C:7]2([CH3:15])[OH:14])[O:3]1.CN(C)C1C=CC=CC=1.[C:25](Cl)(=[O:29])[CH2:26][CH2:27][CH3:28]>>[C:25]([O:14][C:7]1([CH3:15])[CH2:8][CH2:9][CH2:10][C:11]([CH3:13])([CH3:12])[C:4]21[O:3][CH:2]([CH3:1])[CH2:6][CH2:5]2)(=[O:29])[CH2:26][CH2:27][CH3:28]. Procedure: 2.12 g (0.01 M) of 2,6,10,10-tetramethyl-1-oxa-spiro[4.5]decan-6-ol -- isomer A; see Example 1 -- were treated with a mixture of 12.1 g (0.1 M) of N,N-dimethylaniline and 5.3 g (0.05 M) of butyryl chloride as indicated in Example 3 -- except heating at 100° for 3 hours -- to give 1.6 g (57%) of the desired ester, b.p. 120°/0.5 Torr. The reactants are ClC1=CC(=NC2=CC=CC=C12)CCCC (4-chloro-2-butyl quinoline), C1=CC(=CC=C1C(=O)O)N (amino benzoic acid), Cl (hydrochloric acid). Product: Cl.C(CCC)C1=NC2=CC=CC=C2C(=C1)NC1=CC=C(C(=O)O)C=C1 (4-[(2-butyl-4-quinolinyl)-amino]benzoic acid hydrochloride). The yield is 60.8%. RXN SMILES: [Cl:1][C:2]1[C:11]2[C:6](=[CH:7][CH:8]=[CH:9][CH:10]=2)[N:5]=[C:4]([CH2:12][CH2:13][CH2:14][CH3:15])[CH:3]=1.[CH:16]1[C:21]([C:22]([OH:24])=[O:23])=[CH:20][CH:19]=[C:18]([NH2:25])[CH:17]=1.Cl>>[ClH:1].[CH2:12]([C:4]1[CH:3]=[C:2]([NH:25][C:18]2[CH:19]=[CH:20][C:21]([C:22]([OH:24])=[O:23])=[CH:16][CH:17]=2)[C:11]2[C:6](=[CH:7][CH:8]=[CH:9][CH:10]=2)[N:5]=1)[CH2:13][CH2:14][CH3:15] |f:3.4|. Procedure: 0.840 g of the product of Step D of Example 3 and 0.640 g of amino benzoic acid were introduced into 15 ml of 1N hydrochloric acid and the solution was refluxed for 3 hours. The precipitate was filtered, washed with water and dried at 60° C. under reduced pressure to obtain 0.830 g of the expected product. The reactants are ClC1=C(C(=O)NCC=2C=CC(=C(C(=O)O)C2)C)C=C(C=C1)Cl (5-(2,5-dichloro-benzamido-methyl)-2-methyl-benzoic acid). Run in CO (methanol). The product is ClC=1C=C(C(=O)NCC=2C=CC(=C(C(=O)O)C2)C)C=CC1 (5-(3-Chloro-benzamido-methyl)-2-methyl-benzoic acid). RXN SMILES: Cl[C:2]1[CH:21]=[CH:20][C:19]([Cl:22])=[CH:18][C:3]=1[C:4]([NH:6][CH2:7][C:8]1[CH:9]=[CH:10][C:11]([CH3:17])=[C:12]([CH:16]=1)[C:13]([OH:15])=[O:14])=[O:5]>CO>[Cl:22][C:19]1[CH:18]=[C:3]([CH:2]=[CH:21][CH:20]=1)[C:4]([NH:6][CH2:7][C:8]1[CH:9]=[CH:10][C:11]([CH3:17])=[C:12]([CH:16]=1)[C:13]([OH:15])=[O:14])=[O:5]. Procedure details: 5-(2,5-dichloro-benzamido-methyl)-2-methyl-benzoic acid, melting point 215° to 217° C. (from diluted methanol). The reactants are C(C)(C)(C)ON=C1C=C(OC2=CC=C(C=C12)Br)C=1N=CC2=CC=CC=C2C1 (6-bromo-2-isoquinolin-3-yl-chromen-4-one O-tert-butyl oxime), CN(C=O)C (dimethylformamide). The reagents and catalysts are C=1C=CC(=CC1)[P](C=2C=CC=CC2)(C=3C=CC=CC3)[Pd]([P](C=4C=CC=CC4)(C=5C=CC=CC5)C=6C=CC=CC6)([P](C=7C=CC=CC7)(C=8C=CC=CC8)C=9C=CC=CC9)[P](C=1C=CC=CC1)(C=1C=CC=CC1)C=1C=CC=CC1 (Tetrakis(triphenylphosphine)palladium), [C-]#N.[Zn+2].[C-]#N (zinc cyanide). Run in C(C)(=O)OCC (ethyl acetate). Conditions: temperature 120 celsius. The product is C(C)(C)(C)ON=C1C=C(OC2=CC=C(C=C12)C#N)C=1N=CC2=CC=CC=C2C1 (6-cyano-2-isoquinolin-3-yl-chromen-4-one O-tert-butyl oxime). The yield is 76.0%. RXN SMILES: [C:1]([O:5][N:6]=[C:7]1[C:16]2[C:11](=[CH:12][CH:13]=[C:14](Br)[CH:15]=2)[O:10][C:9]([C:18]2[N:19]=[CH:20][C:21]3[C:26]([CH:27]=2)=[CH:25][CH:24]=[CH:23][CH:22]=3)=[CH:8]1)([CH3:4])([CH3:3])[CH3:2].[CH3:28][N:29](C)C=O>C(OCC)(=O)C.[C-]#N.[Zn+2].[C-]#N.C1C=CC([P]([Pd]([P](C2C=CC=CC=2)(C2C=CC=CC=2)C2C=CC=CC=2)([P](C2C=CC=CC=2)(C2C=CC=CC=2)C2C=CC=CC=2)[P](C2C=CC=CC=2)(C2C=CC=CC=2)C2C=CC=CC=2)(C2C=CC=CC=2)C2C=CC=CC=2)=CC=1>[C:1]([O:5][N:6]=[C:7]1[C:16]2[C:11](=[CH:12][CH:13]=[C:14]([C:28]#[N:29])[CH:15]=2)[O:10][C:9]([C:18]2[N:19]=[CH:20][C:21]3[C:26]([CH:27]=2)=[CH:25][CH:24]=[CH:23][CH:22]=3)=[CH:8]1)([CH3:4])([CH3:3])[CH3:2] |f:3.4.5,^1:47,49,68,87|. Reported procedure: In a microwave vial was degassed with argon for 15 min. a mixture of 6-bromo-2-isoquinolin-3-yl-chromen-4-one O-tert-butyl oxime (50 mg, 0.118 mmol), zinc cyanide (14 mg, 0.118 mmol) in dimethylformamide (1.5 ml). Tetrakis(triphenylphosphine)palladium (4 ma, 0.003 mmol) was added and the vial was sealed and heated at 120° C. under microwave irradiation for 10 min. The mixture was diluted with ethyl acetate, washed with a 5% aqueous solution of ammonia, brine and dried over sodium sulfate. The so... Reaction SMILES: [C:63](=[O:64])([O-:65])[O-:66].[CH3:1][O:2][C:3]([c:4]1[cH:5][c:6]([Cl:15])[n:7][c:8]([CH2:10][C:11]([CH3:12])([F:13])[F:14])[cH:9]1)=[O:16].[CH3:74][c:75]1[cH:76][cH:77][cH:78][cH:79][cH:80]1.[CH3:81][CH2:82][O:83][CH2:84][CH3:85].[CH:69]([CH3:70])([CH2:71][CH3:72])[NH2:73].[Cs+:67].[Cs+:68].[O-:87][C:88]([CH3:89])=[O:90].[O-:91][C:92]([CH3:93])=[O:94].[Pd+2:86].[c:17]1([P:18]([c:19]2[cH:20][cH:21][cH:22][cH:23][cH:24]2)[c:25]2[cH:26][cH:27][c:28]3[c:29]([cH:30][cH:31][cH:32][cH:33]3)[c:34]2-[c:35]2[c:36]3[c:37]([cH:38][cH:39][cH:40][cH:41]3)[cH:42][cH:43][c:44]2[P:45]([c:46]2[cH:47][cH:48][cH:49][cH:50][cH:51]2)[c:52]2[cH:53][cH:54][cH:55][cH:56][cH:57]2)[cH:58][cH:59][cH:60][cH:61][cH:62]1>>[CH3:1][O:2][C:3]([c:4]1[cH:5][c:6]([NH:73][CH:69]([CH3:70])[CH2:71][CH3:72])[n:7][c:8]([CH2:10][C:11]([CH3:12])([F:13])[F:14])[cH:9]1)=[O:16]. The product is CCC(C)Nc1cc(C(=O)OC)cc(CC(C)(F)F)n1. The reactants are O=C([O-])[O-], COC(=O)c1cc(Cl)nc(CC(C)(F)F)c1, Cc1ccccc1, CCOCC, CCC(C)N, [Cs+], [Cs+], CC(=O)[O-], CC(=O)[O-], [Pd+2], c1ccc(P(c2ccccc2)c2ccc3ccccc3c2-c2c(P(c3ccccc3)c3ccccc3)ccc3ccccc23)cc1.